Dataset: the Open Reaction Database (ORD), a public repository of structured organic reaction records. Task: describe an organic reaction: reactants, conditions, products, and yield Isolated yield 50.4%. The product is N1(C=NC=C1)C(CCC)C1=CC=C(C=C1)C(C)=O (4'-[1-(1-Imidazolyl)-butyl]-acetophenone). The reactants are N1(C=NC=C1)C(CCC)C1=CC=C(C=C1)C(C)O (1-[4-[1-(1-Imidazolyl)-butyl]-phenyl]-ethanol). As a reaction SMILES: [N:1]1([CH:6]([C:10]2[CH:15]=[CH:14][C:13]([CH:16]([OH:18])[CH3:17])=[CH:12][CH:11]=2)[CH2:7][CH2:8][CH3:9])[CH:5]=[CH:4][N:3]=[CH:2]1>C(Cl)Cl.[O-2].[O-2].[Mn+4]>[N:1]1([CH:6]([C:10]2[CH:11]=[CH:12][C:13]([C:16](=[O:18])[CH3:17])=[CH:14][CH:15]=2)[CH2:7][CH2:8][CH3:9])[CH:5]=[CH:4][N:3]=[CH:2]1 |f:2.3.4|. Reagents/catalysts: [O-2].[O-2].[Mn+4] (manganese dioxide). Procedure: 200 mg of the alcohol of example 7 is stirred in 10 ml of methylene chloride with 1 g of manganese dioxide overnight. It is suctioned off, concentrated by evaporation and the residue is distilled at 180° C./0.03 hPa. 100 mg of the title compound is obtained as colorless oil. Solvent: C(Cl)Cl (methylene chloride). The reactants are C=1C=CC2=C(C1)C=CC=3C=CC=CC3N2 (iminostilbene), [O-]C#N.[Na+] (sodium cyanate). The solvent is C(C)(=O)O (acetic acid), C(C)O (ethanol). Reaction conditions: temperature 80 celsius. The product is C=1C=CC2=C(C1)C=CC=3C=CC=CC3N2C(=O)N (carbamazepine). The yield is 80.2%. Reaction SMILES: [CH:1]1[CH:2]=[CH:3][C:4]2[NH:15][C:14]3[CH:13]=[CH:12][CH:11]=[CH:10][C:9]=3[CH:8]=[CH:7][C:5]=2[CH:6]=1.[O-:16][C:17]#[N:18].[Na+]>C(O)(=O)C.C(O)C>[CH:1]1[CH:2]=[CH:3][C:4]2[N:15]([C:17]([NH2:18])=[O:16])[C:14]3[CH:13]=[CH:12][CH:11]=[CH:10][C:9]=3[CH:8]=[CH:7][C:5]=2[CH:6]=1 |f:1.2|. Reported procedure: 30 g iminostilbene are heated to 60° C. in 360 ml acetic acid and 50 ml ethanol, and 20 g 98% sodium cyanate is added within 1.5 hours at this temperature. After a short heating to 80° C., the mixture is further stirred at 60° C., and then cooled to 15° C., sucked off, washed with 20 l acetic acid and dried to yield 29.4 g (80.3% of theoretical) of carbamazepine, having a melting point of 189° C. to 192° C.